This data is from the Open Reaction Database (ORD), a public repository of structured organic reaction records. The task is: describe an organic reaction: reactants, conditions, products, and yield The reactants are C(C1=CC=CC=C1)(=O)OC[C@H]1OC([C@@H]2OC(C[C@@H]21)=O)SC2=CC=CC=C2 ((3aR,4S,6RS,6aR)-4-(Benzoyloxy)methylhexahydro-6-phenylthiofuro[3,4-b]furan-2-one). The reagents and catalysts are [Ni] (Ni). Solvent: C(C)O (ethanol). Yields the product C(C1=CC=CC=C1)(=O)OC[C@H]1OC[C@@H]2OC(C[C@@H]21)=O ((3aR,4S,6aR)-4-(Bezoyloxy)methylhexahydrofuro[3,4-b]furan-2-one). The yield is 36.4%. Reaction SMILES: [C:1]([O:9][CH2:10][C@@H:11]1[C@@H:18]2[C@@H:14]([O:15][C:16](=[O:19])[CH2:17]2)[CH:13](SC2C=CC=CC=2)[O:12]1)(=[O:8])[C:2]1[CH:7]=[CH:6][CH:5]=[CH:4][CH:3]=1>[Ni].C(O)C>[C:1]([O:9][CH2:10][C@@H:11]1[C@@H:18]2[C@@H:14]([O:15][C:16](=[O:19])[CH2:17]2)[CH2:13][O:12]1)(=[O:8])[C:2]1[CH:7]=[CH:6][CH:5]=[CH:4][CH:3]=1. Reported procedure: A 3-neck, 1000 mL round-bottom flask, equipped for overhead mechanical stirring, was charged with 29.6 g of 8 (80 mmol), 500 mL of ethanol and approximately 30 g of Raney-Ni (Aldrich, which had been washed to neutrality with distilled water). The resulting slurry was heated at reflux for 5 h while stirring vigorously. The reaction mixture was then cooled to room temperature, and the solids were carefully filtered off through a pad of celite. The residue was washed thoroughly with ethanol, and th... Starting materials: O (water), C(=O)C=1C(NC=C(C1)C(F)(F)F)=O (3-formyl-5-trifluoromethyl-2-pyridone), Cl.NO (hydroxylamine hydrochloride), C(=O)[O-].[Na+] (sodium formate). Run in C(=O)O (formic acid). The product is C(#N)C=1C(NC=C(C1)C(F)(F)F)=O (3-cyano-5-trifluoromethyl-2pyridone). Reaction SMILES: [CH:1]([C:3]1[C:4](=[O:13])[NH:5][CH:6]=[C:7]([C:9]([F:12])([F:11])[F:10])[CH:8]=1)=O.Cl.[NH2:15]O.C([O-])=O.[Na+].O>C(O)=O>[C:1]([C:3]1[C:4](=[O:13])[NH:5][CH:6]=[C:7]([C:9]([F:12])([F:11])[F:10])[CH:8]=1)#[N:15] |f:1.2,3.4|. Reported procedure: A solution of 3-formyl-5-trifluoromethyl-2-pyridone (3.5 g), hydroxylamine hydrochloride (1.42 g) and sodium formate (1.39 g) in 98% formic acid (42 ml) was heated to reflux for a period of 20hrs. After cooling to ambient temperature, the reaction mixture was poured into water, and rigorously extracted with ethyl acetate. The combined organic extracts were washed with saturated aqueous sodium bicarbonate solution, followed by brine, and dried over anhydrous magnesum sulphate. Removal of the solv... Reactants: CCN=C=O, CCOC(C)=O, CO, Cc1ccn2cc(CCc3ccc(N)c(O)c3)nc2c1, C1CCOC1. Product: CCNC(=O)Nc1ccc(CCc2cn3ccc(C)cc3n2)cc1O. RXN SMILES: [CH2:21]([CH3:22])[N:23]=[C:24]=[O:25].[CH3:26][CH2:27][O:28][C:29](=[O:30])[CH3:31].[CH3:37][OH:38].[NH2:1][c:2]1[c:3]([OH:20])[cH:4][c:5]([CH2:8][CH2:9][c:10]2[n:11][c:12]3[n:13]([cH:14][cH:15][c:16]([CH3:18])[cH:17]3)[cH:19]2)[cH:6][cH:7]1.[O:32]1[CH2:33][CH2:34][CH2:35][CH2:36]1>>[NH:1]([c:2]1[c:3]([OH:20])[cH:4][c:5]([CH2:8][CH2:9][c:10]2[n:11][c:12]3[n:13]([cH:14][cH:15][c:16]([CH3:18])[cH:17]3)[cH:19]2)[cH:6][cH:7]1)[C:24]([NH:23][CH2:21][CH3:22])=[O:25]. Reactants: ONN=CN1CCC(CC1)CNC([C@H]1N(CCC1)C([C@H](NS(=O)(=O)C)CC1=CC=CC=C1)=O)=O (N-[[1-[(Hydroxyamino)iminomethyl]-4-piperidinyl]-methyl]-1-[N-(methylsulfonyl)-D-phenylalanyl]-L-prolineamide), compound, [N-](C#N)C#N.[Na+] (sodium dicyanamide). Solvent: CCCCO (n-BuOH). The product is C(#N)NN=CN1CCC(CC1)CNC([C@H]1N(CCC1)C([C@H](NS(=O)(=O)C)CC1=CC=CC=C1)=O)=O (N-[[1-[(Cyanoamino)iminomethyl]-4-piperidinyl]-methyl]-1-[N-[(methyl)sulfonyl]-D-phenylalanyl]-L-prolinamide). Isolated yield 57.0%. Reaction SMILES: O[NH:2][N:3]=[CH:4][N:5]1[CH2:10][CH2:9][CH:8]([CH2:11][NH:12][C:13](=[O:34])[C@@H:14]2[CH2:18][CH2:17][CH2:16][N:15]2[C:19](=[O:33])[C@@H:20]([CH2:26][C:27]2[CH:32]=[CH:31][CH:30]=[CH:29][CH:28]=2)[NH:21][S:22]([CH3:25])(=[O:24])=[O:23])[CH2:7][CH2:6]1.[N-:35](C#N)[C:36]#N.[Na+]>CCCCO>[C:36]([NH:2][N:3]=[CH:4][N:5]1[CH2:10][CH2:9][CH:8]([CH2:11][NH:12][C:13](=[O:34])[C@@H:14]2[CH2:18][CH2:17][CH2:16][N:15]2[C:19](=[O:33])[C@@H:20]([CH2:26][C:27]2[CH:32]=[CH:31][CH:30]=[CH:29][CH:28]=2)[NH:21][S:22]([CH3:25])(=[O:24])=[O:23])[CH2:7][CH2:6]1)#[N:35] |f:1.2|. Reported procedure: To a stirred solution of Example 3 Part D compound (220 mg, 0.40 mmol) in 3.0 mL of n-BuOH was added sodium dicyanamide (99.0 mg, 1.00 mmol). The reaction mixture was heated to reflux for 14 h and concentrated in vacuo. This was purified by preparative HPLC to give 124 mg (57%) of title compound. Reactants: ClC=1C=CC(=NC1)O (5-chloro-2-hydroxypyridine), BrCC(C(C)(C)C)=O (1-bromo-3,3-dimethyl-2-butanone). The reagents and catalysts are C([O-])([O-])=O.[Ag+2] (silver carbonate). The solvent is CCCCCC (hexane). Yields the product ClC=1C=CC(=NC1)OCC(C(C)(C)C)=O (1-(5-chloro-2-pyridinyloxy)-3,3-dimethyl-2-butanone). Isolated yield 46.1%. Reaction SMILES: [Cl:1][C:2]1[CH:3]=[CH:4][C:5]([OH:8])=[N:6][CH:7]=1.Br[CH2:10][C:11](=[O:16])[C:12]([CH3:15])([CH3:14])[CH3:13]>CCCCCC.C(=O)([O-])[O-].[Ag+2]>[Cl:1][C:2]1[CH:3]=[CH:4][C:5]([O:8][CH2:10][C:11](=[O:16])[C:12]([CH3:15])([CH3:14])[CH3:13])=[N:6][CH:7]=1 |f:3.4|. Procedure details: A mixture of 12.96 grams (g) (0.1 mole) of 5-chloro-2-hydroxypyridine, 17.9 g (0.1 mole) of 1-bromo-3,3-dimethyl-2-butanone, and 15 g (0.054 mole) of silver carbonate in hexane was stirred and heated at reflux temperature for 48 hours. The reaction mixture was filtered, and the solvent removed by evaporation. The residue was dissolved in methylene chloride and filtered through silica gel. Evaporation of the solvent gave 10.5 g (46 percent (%) yield) of 1-(5-chloro-2-pyridinyloxy)-3,3-dimethyl-2-...